Dataset: the Open Reaction Database (ORD), a public repository of structured organic reaction records. Task: describe an organic reaction: reactants, conditions, products, and yield Starting materials: C(C)N1C=C(C(C2=CC(=C(C(=C12)F)OCC1=CC=C(C=C1)OC)OCC1=CC=C(C=C1)OC)=O)CO (1-ethyl-8-fluoro-3-(hydroxymethyl)-6,7-bis((4-methoxybenzyl)oxy)quinolin-4(1H)-one). Reagents/catalysts: [O-2].[O-2].[Mn+4] (manganese dioxide). The solvent is ClCCl (Dichloromethane). Run at temperature 25 celsius, time 6.5 hour. Product: C(C)N1C=C(C(C2=CC(=C(C(=C12)F)OCC1=CC=C(C=C1)OC)OCC1=CC=C(C=C1)OC)=O)C=O (1-ethyl-8-fluoro-6,7-bis((4-methoxybenzyl)oxy)-4-oxo-1,4-dihydroquinoline-3-carbaldehyde). Yield: 65.3%. Reaction SMILES: [CH2:1]([N:3]1[C:12]2[C:7](=[CH:8][C:9]([O:24][CH2:25][C:26]3[CH:31]=[CH:30][C:29]([O:32][CH3:33])=[CH:28][CH:27]=3)=[C:10]([O:14][CH2:15][C:16]3[CH:21]=[CH:20][C:19]([O:22][CH3:23])=[CH:18][CH:17]=3)[C:11]=2[F:13])[C:6](=[O:34])[C:5]([CH2:35][OH:36])=[CH:4]1)[CH3:2]>ClCCl.[O-2].[O-2].[Mn+4]>[CH2:1]([N:3]1[C:12]2[C:7](=[CH:8][C:9]([O:24][CH2:25][C:26]3[CH:27]=[CH:28][C:29]([O:32][CH3:33])=[CH:30][CH:31]=3)=[C:10]([O:14][CH2:15][C:16]3[CH:17]=[CH:18][C:19]([O:22][CH3:23])=[CH:20][CH:21]=3)[C:11]=2[F:13])[C:6](=[O:34])[C:5]([CH:35]=[O:36])=[CH:4]1)[CH3:2] |f:2.3.4|. Reported procedure: To a yellow solution of 1-ethyl-8-fluoro-3-(hydroxymethyl)-6,7-bis((4-methoxybenzyl)oxy)quinolin-4(1H)-one (10 g, 20.26 mmol) in Dichloromethane (DCM) (100 mL) was added manganese dioxide (17.62 g, 203 mmol), and the mixture was stirred at 25° C. for 6.5 h. LCMS indicated completion of the reaction. The solid was filtered off through Celite and washed with DCM, the filtrate was concentrated to afford 1-ethyl-8-fluoro-6,7-bis((4-methoxybenzyl)oxy)-4-oxo-1,4-dihydroquinoline-3-carbaldehyde (6.5 g,... Starting materials: Cl (HCl), N1=C(C=CC=C1)C1=CC=C(C=C1)C(N(C[C@@H]([C@H](CC1=CC=CC=C1)NC([C@@H](NC(=O)OC)[C@@H](C)CC)=O)O)C(=O)OC(C)(C)C)N (1-[4-(pyridin-2-yl)-phenyl]-4(S)-hydroxy-2-N-Boc-amino-5(S)-N-(N-methoxycarbonyl-(L)-iso-leucyl)amino-6-phenyl-2-azahexane), CN(C)C=O (DMF). The solvent is O1CCOCC1 (dioxane). Reaction conditions: time 2.5 hour. Product: Cl.N1=C(C=CC=C1)C1=CC=C(C=C1)CN(C[C@@H]([C@H](CC1=CC=CC=C1)NC([C@@H](NC(=O)OC)[C@@H](C)CC)=O)O)N (1-[4-(Pyridin-2-yl)-phenyl]-4(S)-hydroxy-2-amino-5(S)-N-(N-methoxycarbonyl-(L)-iso-leucyl)amino-6-phenyl-2-azahexane hydrochloride). As a reaction SMILES: [ClH:1].[N:2]1[CH:7]=[CH:6][CH:5]=[CH:4][C:3]=1[C:8]1[CH:13]=[CH:12][C:11]([CH:14](N)[N:15](C(OC(C)(C)C)=O)[CH2:16][C@H:17]([OH:39])[C@@H:18]([NH:26][C:27](=[O:38])[C@H:28]([C@H:34]([CH2:36][CH3:37])[CH3:35])[NH:29][C:30]([O:32][CH3:33])=[O:31])[CH2:19][C:20]2[CH:25]=[CH:24][CH:23]=[CH:22][CH:21]=2)=[CH:10][CH:9]=1.C[N:49](C=O)C>O1CCOCC1>[ClH:1].[N:2]1[CH:7]=[CH:6][CH:5]=[CH:4][C:3]=1[C:8]1[CH:13]=[CH:12][C:11]([CH2:14][N:15]([NH2:49])[CH2:16][C@H:17]([OH:39])[C@@H:18]([NH:26][C:27](=[O:38])[C@H:28]([C@H:34]([CH2:36][CH3:37])[CH3:35])[NH:29][C:30]([O:32][CH3:33])=[O:31])[CH2:19][C:20]2[CH:25]=[CH:24][CH:23]=[CH:22][CH:21]=2)=[CH:10][CH:9]=1 |f:4.5|. Reported procedure: Analogously to Example 40g, 40 ml of 4M HCl in dioxane are added to 1.9 g (3 mmol) of 1-[4-(pyridin-2-yl)-phenyl]-4(S)-hydroxy-2-N-Boc-amino-5(S)-N-(N-methoxycarbonyl-(L)-iso-leucyl)amino-6-phenyl-2-azahexane and the mixture is diluted with 3 ml of DMF. After 2.5 hours, the mixture is worked up. The title compound is obtained: TLC: Rf=0.55 (methylene chloride/methanol: 9/1); HPLC20-100: tRet=8.74; FAB MS (M+H)+=534. Starting materials: C1(=CC=C(C=C1)S(=O)(=O)O)C.C(C1=CC=CC=C1)OC(=O)N(C1=CC=C(C=C1)OCC1=CC=CC=C1)CC1NCCC2=CC(=C(C=C12)O)O (1-(N-benzyloxycarbonyl-p-benzyloxyanilinomethyl)-6,7-dihydroxy-1,2,3,4-tetrahydroisoquinoline p-toluenesulfonate), C([O-])(O)=O.[Na+] (sodium bicarbonate). The product is C(C1=CC=CC=C1)OC(=O)N(C1=CC=C(C=C1)OCC1=CC=CC=C1)CC1NCCC2=CC(=C(C=C12)O)O (1-(N-benzyloxycarbonyl-p-benzyloxyanilinomethyl)-6,7-dihydroxy-1,2,3,4-tetrahydroisoquinoline). Isolated yield 109.7%. As a reaction SMILES: C1(C)C=CC(S(O)(=O)=O)=CC=1.[CH2:12]([O:19][C:20]([N:22]([CH2:37][CH:38]1[C:47]2[C:42](=[CH:43][C:44]([OH:49])=[C:45]([OH:48])[CH:46]=2)[CH2:41][CH2:40][NH:39]1)[C:23]1[CH:28]=[CH:27][C:26]([O:29][CH2:30][C:31]2[CH:36]=[CH:35][CH:34]=[CH:33][CH:32]=2)=[CH:25][CH:24]=1)=[O:21])[C:13]1[CH:18]=[CH:17][CH:16]=[CH:15][CH:14]=1.C(=O)(O)[O-].[Na+]>>[CH2:12]([O:19][C:20]([N:22]([CH2:37][CH:38]1[C:47]2[C:42](=[CH:43][C:44]([OH:49])=[C:45]([OH:48])[CH:46]=2)[CH2:41][CH2:40][NH:39]1)[C:23]1[CH:28]=[CH:27][C:26]([O:29][CH2:30][C:31]2[CH:36]=[CH:35][CH:34]=[CH:33][CH:32]=2)=[CH:25][CH:24]=1)=[O:21])[C:13]1[CH:18]=[CH:17][CH:16]=[CH:15][CH:14]=1 |f:0.1,2.3|. Procedure details: To 1-(N-benzyloxycarbonyl-p-benzyloxyanilinomethyl)-6,7-dihydroxy-1,2,3,4-tetrahydroisoquinoline p-toluenesulfonate (10.0 g) was added a saturated sodium bicarbonate aqueous solution and then the mixture was extracted with ethyl acetate. The extract was washed with water, dried and the solvent was distilled off to give 1-(N-benzyloxycarbonyl-p-benzyloxyanilinomethyl)-6,7-dihydroxy-1,2,3,4-tetrahydroisoquinoline (8.2 g). To this residue (8.2 g) were added conc. hydrochloric acid (50 ml) and ethan... Reactants: FC1=C(C=C(C(=C1)F)F)C=1OCC(N1)(C)C (2-(2,4,5-trifluorophenyl)-4,4-dimethyl-2-oxazoline), C(C)(C)NC(C)C (diisopropylamine), C(CCC)[Li] (n-butyllithium), [Li+].CC(C)[N-]C(C)C (LDA), Cl[Si](C)(C)C (chlorotrimethylsilane). Solvent: O (Water), C1CCOC1 (THF), C1CCOC1 (THF). Run at temperature -78 celsius, time 1 hour. The product is FC1=C(C=C(C(=C1[Si](C)(C)C)F)F)C=1OCC(N1)(C)C (2-(2,4,5-Trifluoro-3-trimethylsilylphenyl)-4,4-dimethyl-2-oxazoline). The yield is 83.1%. Reaction SMILES: C(NC(C)C)(C)C.C([Li])CCC.[Li+].CC([N-]C(C)C)C.[F:21][C:22]1[CH:27]=[C:26]([F:28])[C:25]([F:29])=[CH:24][C:23]=1[C:30]1[O:31][CH2:32][C:33]([CH3:36])([CH3:35])[N:34]=1.Cl[Si:38]([CH3:41])([CH3:40])[CH3:39]>C1COCC1.O>[F:21][C:22]1[C:27]([Si:38]([CH3:41])([CH3:40])[CH3:39])=[C:26]([F:28])[C:25]([F:29])=[CH:24][C:23]=1[C:30]1[O:31][CH2:32][C:33]([CH3:36])([CH3:35])[N:34]=1 |f:2.3|. Reported procedure: A solution of 8.7 mL (62.1 mmol) of diisopropylamine in 100 mL of dry THF under argon was cooled to -78° C. and treated with 28.3 mL (56.6 mmol) of 2.0M n-butyllithium. The LDA solution was stirred at -78° C. for 15 minutes. To this solution was added a solution of 11.8 g (51.5 mmol) of 2-(2,4,5-trifluorophenyl)-4,4-dimethyl-2-oxazoline in 50 mL of THF, and the reaction mixture was stirred for 1 hour at -78° C. To the reaction mixture was added 13 mL (102.5 mmol) of chlorotrimethylsilane, and th...